Dataset: the Open Reaction Database (ORD), a public repository of structured organic reaction records. Task: describe an organic reaction: reactants, conditions, products, and yield Reactants: CO (MeOH), [N+](=O)([O-])C=1C=CC=2C(NC(C3=CC=CC1C23)=O)=O (2,3-dihydro-6-nitro-1H-benz[de]isoquinoline-1,3-dione), C(C)(=O)O (acetic acid). The reagents and catalysts are [Pd] (Pd/C). The product is NC=1C=CC=2C(N(C(C3=CC=CC1C23)=O)[C@@H]2CN3CCC2CC3)=O ((S)-6-amino-2-(1-azabicyclo[2.2.2]oct-3-yl)-2,3-dihydro-1H-benz[de]isoquinoline-1,3-dione). As a reaction SMILES: [N+:1]([C:4]1[CH:5]=[CH:6][C:7]2[C:8](=[O:18])[NH:9][C:10](=O)[C:11]3[C:16]=2[C:15]=1[CH:14]=[CH:13][CH:12]=3)([O-])=O.[CH3:19][OH:20].[C:21](O)(=O)[CH3:22]>[Pd]>[NH2:1][C:4]1[CH:5]=[CH:6][C:7]2[C:8](=[O:18])[N:9]([C@H:10]3[CH:6]4[CH2:21][CH2:22][N:9]([CH2:8][CH2:7]4)[CH2:10]3)[C:19](=[O:20])[C:11]3[C:16]=2[C:15]=1[CH:14]=[CH:13][CH:12]=3. Procedure: A solution of (S)-2-(1-azabicyclo[2.2.2.]oct-3-yl)-2,3-dihydro-6-nitro-1H-benz[de]isoquinoline-1,3-dione (3.2 g; 8.8 mmol), prepared as in Example 2, in acetic acid (80 mL) was hydrogenated at atmospheric pressure over 10% Pd/C catalyst (1.2 g) for 3 hours. The catalyst was removed by filtration, the filtrate concentrated to a small volume, and the residue dissolved in water. This aqueous solution was added dropwise to dilute NH4OH and the solid that precipitated was collected on a Buechner funn... Reactants: O=c1cc(CCl)c2cc(Br)c(O)cc2o1, CC(=O)O, ClC(Cl)Cl, C1CCC2=NCCCN2CC1, c1ccccc1. Product: CC(=O)OCc1cc(=O)oc2cc(O)c(Br)cc12. As a reaction SMILES: [Br:1][c:2]1[cH:3][c:4]2[c:5]([CH2:14][Cl:15])[cH:6][c:7](=[O:13])[o:8][c:9]2[cH:10][c:11]1[OH:12].[CH3:33][C:34]([OH:35])=[O:36].[CH:37]([Cl:38])([Cl:39])[Cl:40].[N:22]12[CH2:23][CH2:24][CH2:25][N:26]=[C:27]1[CH2:28][CH2:29][CH2:30][CH2:31][CH2:32]2.[cH:16]1[cH:17][cH:18][cH:19][cH:20][cH:21]1>>[Br:1][c:2]1[cH:3][c:4]2[c:5]([CH2:14][O:36][C:34]([CH3:33])=[O:35])[cH:6][c:7](=[O:13])[o:8][c:9]2[cH:10][c:11]1[OH:12]. Product: CCc1ccc(C(=O)c2ccc(C#N)cc2)n1N. Reaction SMILES: [CH2:1]([CH3:2])[c:3]1[cH:4][cH:5][c:6]([C:8](=[O:9])[c:10]2[cH:11][cH:12][c:13]([C:14]#[N:15])[cH:16][cH:17]2)[nH:7]1.[CH3:34][N:35]([CH3:36])[CH:37]=[O:38].[H-:18].[NH2:20][O:21][c:22]1[cH:23][cH:24][c:25]([N+:26]([O-:27])=[O:28])[cH:29][c:30]1[N+:31]([O-:32])=[O:33].[Na+:19]>>[CH2:1]([CH3:2])[c:3]1[cH:4][cH:5][c:6]([C:8](=[O:9])[c:10]2[cH:11][cH:12][c:13]([C:14]#[N:15])[cH:16][cH:17]2)[n:7]1[NH2:20]. The reactants are CCc1ccc(C(=O)c2ccc(C#N)cc2)[nH]1, CN(C)C=O, [H-], NOc1ccc([N+](=O)[O-])cc1[N+](=O)[O-], [Na+]. The reactants are ON=C(C(=O)OCC)C(=O)C1=CC=C(C=C1)C (Ethyl 2-hydroxyimino-3-(4-methylphenyl)-3-oxopropionate), NCC=1C=NC2=CC=CC=C2C1 (3-aminomethylquinoline). The product is CC1=CC=C(C=C1)C1=C(N=C(N1)C=1C=NC2=CC=CC=C2C1)C(=O)OCC (ethyl 5-(4-methylphenyl)-2-(3-quinolyl)imidazole-4-carboxylate). The yield is 43.5%. As a reaction SMILES: O[N:2]=[C:3]([C:9]([C:11]1[CH:16]=[CH:15][C:14]([CH3:17])=[CH:13][CH:12]=1)=O)[C:4]([O:6][CH2:7][CH3:8])=[O:5].[NH2:18][CH2:19][C:20]1[CH:21]=[N:22][C:23]2[C:28]([CH:29]=1)=[CH:27][CH:26]=[CH:25][CH:24]=2>>[CH3:17][C:14]1[CH:15]=[CH:16][C:11]([C:9]2[NH:18][C:19]([C:20]3[CH:21]=[N:22][C:23]4[C:28]([CH:29]=3)=[CH:27][CH:26]=[CH:25][CH:24]=4)=[N:2][C:3]=2[C:4]([O:6][CH2:7][CH3:8])=[O:5])=[CH:12][CH:13]=1. Procedure details: Ethyl 2-hydroxyimino-3-(4-methylphenyl)-3-oxopropionate (10.6 g) and 3-aminomethylquinoline (8.5 g) were reacted and treated in the same manner as in Starting Material Synthetic Example 1 to give ethyl 5-(4-methylphenyl)-2-(3-quinolyl)imidazole-4-carboxylate (7.0 g). 6.7 g therefrom was dissolved in ethyl alcohol (135 ml), and the mixture was reacted and treated in the same manner as in Starting Material Synthetic Example 2 to give 5-(4-methylphenyl)-2-(3-quinolyl)imidazole-4-carboxylic acid (2.... Starting materials: CN(C)C=O (DMF), C(=O)C1=CC=C(C(=O)OC)C=C1 (methyl 4-formylbenzoate), solution, C[O-].[Na+] (Sodium methoxide). Run in O (water), O (water). Run at time 1 hour. Product: C1(=CC=C(C=C1)C(=O)OC)C=CC1=CC=C(C=C1)C(=O)OC (dimethyl 4,4'-stilbenedicarboxylate). Isolated yield 65.0%. Reaction SMILES: CN([CH:4]=[O:5])C.[CH:6]([C:8]1[CH:17]=[CH:16][C:11]([C:12]([O:14][CH3:15])=[O:13])=[CH:10][CH:9]=1)=O.[CH3:18][O-:19].[Na+]>O>[C:8]1([CH:6]=[CH:6][C:8]2[CH:17]=[CH:16][C:11]([C:18]([O:5][CH3:4])=[O:19])=[CH:10][CH:9]=2)[CH:17]=[CH:16][C:11]([C:12]([O:14][CH3:15])=[O:13])=[CH:10][CH:9]=1 |f:2.3|. Reported procedure: DMF (100 mL) and methyl 4-formylbenzoate (13.9 g, 0.13 mole) are added to the product solution from step (3) at a temperature of 25° to 28° C. Sodium methoxide (7 g) is added to the solution while maintaining the temperature at 25° to 35° C. by means of a water bath. The reaction mixture is heated at 25° to 35° C. for an additional 4 hours and then water (100 mL) is slowly added at 25° to 35° C. (with water bath cooling as necessary) to precipitate the product. After stirring for 1 hour, the pro... Starting materials: C1(=CC=CC=C1)COC(CC1OC2=C(CC1)C=C(C=C2)NC(=O)OCC)C(F)(F)F (2-(2-phenylmethoxy-3,3,3-trifluoropropyl)-6-ethoxycarbonylamino-3,4-dihydro-2H-1-benzopyran), C([O-])([O-])=O.[K+].[K+] (potassium carbonate), COC[C@@H]1OC(OC1)=O (4(S)-methoxymethyl-1,3-dioxolan-2-one). Run in CN(C=O)C (dimethylformamide), O (water). The product is C1(=CC=CC=C1)COC(CC1OC2=C(CC1)C=C(C=C2)N2C(O[C@H](C2)COC)=O)C(F)(F)F (3-[2-(2-Phenylmethoxy-3,3,3-trifluoropropyl)-3,4-dihydro-2H-1-benzopyran-6-yl]-5(R)-methoxymethyloxazolidin-2-one). RXN SMILES: [C:1]1([CH2:7][O:8][CH:9]([C:27]([F:30])([F:29])[F:28])[CH2:10][CH:11]2[CH2:16][CH2:15][C:14]3[CH:17]=[C:18]([NH:21][C:22]([O:24][CH2:25][CH3:26])=[O:23])[CH:19]=[CH:20][C:13]=3[O:12]2)[CH:6]=[CH:5][CH:4]=[CH:3][CH:2]=1.C(=O)([O-])[O-].[K+].[K+].[CH3:37][O:38][CH2:39][C@H]1COC(=O)O1>CN(C)C=O.O>[C:1]1([CH2:7][O:8][CH:9]([C:27]([F:30])([F:28])[F:29])[CH2:10][CH:11]2[CH2:16][CH2:15][C:14]3[CH:17]=[C:18]([N:21]4[CH2:26][C@H:25]([CH2:37][O:38][CH3:39])[O:24][C:22]4=[O:23])[CH:19]=[CH:20][C:13]=3[O:12]2)[CH:2]=[CH:3][CH:4]=[CH:5][CH:6]=1 |f:1.2.3|. Procedure details: A solution of 4.2 g (9.9 mmol) of 2-(2-phenylmethoxy-3,3,3-trifluoropropyl)-6-ethoxycarbonylamino-3,4-dihydro-2H-1-benzopyran in 40 ml of dimethylformamide is stirred for 24 hours, at 130° C., in the presence of 140 mg (1.0 mmol) of potassium carbonate and of 3.4 g (26 mmol) of 4(S)-methoxymethyl-1,3-dioxolan-2-one added in 3 hours. The mixture is cooled, diluted with water and the product is extracted with diethyl ether. The organic phase is then dried over sodium sulfate, concentrated under re... Starting materials: C(C=1C(N)=CC=CC1)(=O)[O-].[NH4+] (ammonium anthranilate), C(OC)([O-])[O-] (methyl orthoformate), CO (methanol). Reaction conditions: time 2 hour. Product: N1=CNC(C2=CC=CC=C12)=O (quinazolin-4-one). Yield: 81.0%. As a reaction SMILES: [C:1]([O-:10])(=O)[C:2]1[C:3](=[CH:5][CH:6]=[CH:7][CH:8]=1)[NH2:4].[NH4+:11].C([O-])([O-])OC.[CH3:17]O>>[N:4]1[C:3]2[C:2](=[CH:8][CH:7]=[CH:6][CH:5]=2)[C:1](=[O:10])[NH:11][CH:17]=1 |f:0.1|. Procedure: In a 2-mL volume stainless steel pressure-resistant vessel were placed 280 mg (1.8 mmol) of ammonium anthranilate (prepared in the same manner as in Reference Example 1), 400 mg (3.6 mmol) of methyl orthoformate, and 1.5 mL of methanol. The reaction was carried out at 120° C. for 2 hours. After the reaction was complete, the reaction mixture was cooled to room temperature and analyzed (according to absolute quantitative analysis) by high performance liquid chromatography. There was produced 214 ...